Task: describe an organic reaction: reactants, conditions, products, and yield. Dataset: the Open Reaction Database (ORD), a public repository of structured organic reaction records The reactants are C(C)OC(=O)C=1C=NC2=CC(=CC=C2C1OS(=O)(=O)C(F)(F)F)C(F)(F)F (4-Trifluoromethanesulfonyloxy-7-trifluoromethyl-quinoline-3-carboxylic acid ethyl ester), acid, P(=O)([O-])([O-])[O-].[K+].[K+].[K+] (potassium phosphate), O1CCOCC1 (dioxane). Reagents/catalysts: C=1C=CC(=CC1)[P](C=2C=CC=CC2)(C=3C=CC=CC3)[Pd]([P](C=4C=CC=CC4)(C=5C=CC=CC5)C=6C=CC=CC6)([P](C=7C=CC=CC7)(C=8C=CC=CC8)C=9C=CC=CC9)[P](C=1C=CC=CC1)(C=1C=CC=CC1)C=1C=CC=CC1 (tetrakis(triphenylphosphine)palladium(0)). Run in C(C)(=O)OCC (ethyl acetate). Product: C(C)OC(=O)C=1C=NC2=CC(=CC=C2C1C1=CC(=CC=C1)C=O)C(F)(F)F (4-(3-formyl-phenyl)-7-trifluoromethyl-quinoline-3-carboxylic acid ethyl ester). Reaction SMILES: [CH2:1]([O:3][C:4]([C:6]1[CH:7]=[N:8][C:9]2[C:14]([C:15]=1OS(C(F)(F)F)(=O)=O)=[CH:13][CH:12]=[C:11]([C:24]([F:27])([F:26])[F:25])[CH:10]=2)=[O:5])[CH3:2].P([O-])([O-])([O-])=O.[K+].[K+].[K+].[O:36]1[CH2:41][CH2:40]OCC1>C(OCC)(=O)C.C1C=CC([P]([Pd]([P](C2C=CC=CC=2)(C2C=CC=CC=2)C2C=CC=CC=2)([P](C2C=CC=CC=2)(C2C=CC=CC=2)C2C=CC=CC=2)[P](C2C=CC=CC=2)(C2C=CC=CC=2)C2C=CC=CC=2)(C2C=CC=CC=2)C2C=CC=CC=2)=CC=1>[CH2:1]([O:3][C:4]([C:6]1[CH:7]=[N:8][C:9]2[C:14]([C:15]=1[C:10]1[CH:9]=[CH:14][CH:13]=[C:40]([CH:41]=[O:36])[CH:11]=1)=[CH:13][CH:12]=[C:11]([C:24]([F:27])([F:26])[F:25])[CH:10]=2)=[O:5])[CH3:2] |f:1.2.3.4,^1:51,53,72,91|. Procedure details: 4-Trifluoromethanesulfonyloxy-7-trifluoromethyl-quinoline-3-carboxylic acid ethyl ester (208 mg, 0.5 mmol), 3-formalphenylboronic acid (82.5 mg, 0.55 mmol), tetrakis(triphenylphosphine)palladium(0) (29 mg) and potassium phosphate (159 mg, 0.75 mmol) were heated together in dioxane (5 mL) to 80° C. overnight. The reaction mixture was then diluted with ethyl acetate and washed with brine twice. The organic layer was dried over sodium sulfate, concentrated, and the residue purified by flash column ... RXN SMILES: [Br:1][c:2]1[cH:3][c:4]([CH:5]=[O:6])[cH:7][c:8]([Br:10])[cH:9]1.[CH2:11]([CH2:12][OH:13])[OH:14].[CH3:27][c:28]1[cH:29][cH:30][cH:31][cH:32][cH:33]1.[OH2:15].[c:16]1([CH3:17])[cH:18][cH:19][c:20]([S:21]([OH:22])(=[O:23])=[O:24])[cH:25][cH:26]1>>[Br:1][c:2]1[cH:3][c:4]([CH:5]2[O:6][CH2:11][CH2:12][O:13]2)[cH:7][c:8]([Br:10])[cH:9]1. Reactants: O=Cc1cc(Br)cc(Br)c1, OCCO, Cc1ccccc1, O, Cc1ccc(S(=O)(=O)O)cc1. Yields the product Brc1cc(Br)cc(C2OCCO2)c1.